describe an organic reaction: reactants, conditions, products, and yield From a dataset of the Open Reaction Database (ORD), a public repository of structured organic reaction records. As a reaction SMILES: [NH2:1][CH:2]([CH:17]([CH3:19])[CH3:18])[C:3]([NH:5][CH2:6][CH2:7][C:8]1[CH:16]=[CH:15][C:11]2[O:12][CH2:13][O:14][C:10]=2[CH:9]=1)=[O:4].Cl[C:21]1[S:25][N:24]=[C:23]([N:26]2[CH:30]=[CH:29][N:28]=[CH:27]2)[N:22]=1>CS(C)=O.C(N(CC)CC)C.[Cl-].[Na+].O>[O:12]1[C:11]2[CH:15]=[CH:16][C:8]([CH2:7][CH2:6][NH:5][C:3](=[O:4])[C@H:2]([NH:1][C:21]3[S:25][N:24]=[C:23]([N:26]4[CH:30]=[CH:29][N:28]=[CH:27]4)[N:22]=3)[CH:17]([CH3:19])[CH3:18])=[CH:9][C:10]=2[O:14][CH2:13]1 |f:4.5.6|. The yield is 9.7%. Run at time 16 hour. Reactants: NC(C(=O)NCCC1=CC2=C(OCO2)C=C1)C(C)C (2-Amino-N-(2-benzo[1,3]dioxol-5-yl-ethyl)-3-methyl-butyramide), ClC1=NC(=NS1)N1C=NC=C1 (5-chloro-3-imidazol-1-yl-[1,2,4]thiadiazole). Solvent: CS(=O)C (DMSO), C(C)N(CC)CC (triethylamine), [Cl-].[Na+].O (brine). Yields the product O1COC2=C1C=CC(=C2)CCNC([C@@H](C(C)C)NC2=NC(=NS2)N2C=NC=C2)=O ((R)—N-(2-Benzo[1,3]dioxol-5-yl-ethyl)-2-(3-imidazol-1-yl-[1,2,4]thiadiazol-5-ylamino)-3-methyl-butyramide). Procedure: 2-Amino-N-(2-benzo[1,3]dioxol-5-yl-ethyl)-3-methyl-butyramide (135 mg, 0.51 mmol) was dissolved in DMSO (2 mL) and triethylamine (150 μL). Next, the 5-chloro-3-imidazol-1-yl-[1,2,4]thiadiazole (95.1 mg, 0.51 mmol) was added to the reaction vessel and it was stirred at room temperature for 16 hours. After this period, a portion of brine (50 mL) was added and the mixture was transferred to a separatory funnel and extracted with ethyl acetate (75 mL). The organic layer was dried over Na2SO4 and con... Reactants: C(C)(C)(C)C1=C(C(=CC(=C1)NC1=CC(=CC=C1)Cl)C(C)(C)C)O (2,6-di-tertiary-butyl-4-(3'-chloroanilino)phenol), C1(CCC(=O)O1)=O (succinic anhydride). Reaction conditions: temperature 140 celsius. Yields the product C(C)(C)(C)C=1C=C(C=C(C1O)C(C)(C)C)N(C(=O)CCC(=O)O)C1=CC(=CC=C1)Cl (3-[N-(3,5-Di-tertiary-butyl-4-hydroxy-phenyl)-N-(3-chlorophenyl)carbamoyl]propionic Acid). Reaction SMILES: [C:1]([C:5]1[CH:10]=[C:9]([NH:11][C:12]2[CH:17]=[CH:16][CH:15]=[C:14]([Cl:18])[CH:13]=2)[CH:8]=[C:7]([C:19]([CH3:22])([CH3:21])[CH3:20])[C:6]=1[OH:23])([CH3:4])([CH3:3])[CH3:2].[C:24]1(=[O:30])[O:29][C:27](=[O:28])[CH2:26][CH2:25]1>>[C:1]([C:5]1[CH:10]=[C:9]([N:11]([C:12]2[CH:17]=[CH:16][CH:15]=[C:14]([Cl:18])[CH:13]=2)[C:24]([CH2:25][CH2:26][C:27]([OH:29])=[O:28])=[O:30])[CH:8]=[C:7]([C:19]([CH3:22])([CH3:21])[CH3:20])[C:6]=1[OH:23])([CH3:4])([CH3:3])[CH3:2]. Procedure details: A mixture of 1.50 g (0.0045 mole) of 2,6-di-tertiary-butyl-4-(3'-chloroanilino)phenol and 0.90 g (0.0090 mole) of succinic anhydride was heated under a nitrogen atmosphere at 140° C. for one hour. The resulting solid was recrystallized once from a mixture of ethanol and water and then twice from a mixture of ethyl acetate and hexane to hydroxyphenyl)-N-(3-chlorophenyl)carbamoyl]propionic acid, m.p. 204°-206° C. Analysis: Calculated for C24H30ClNO: % C, 66.7; % H, 7.0; % N, 3.2; Found: % C, 67.1;... The reactants are C(C)(C)OC1=C(C=C(C=C1)C(=O)N1CCC2(CC1)CC(C=C(O2)C=2C=NC=CC2)OC(C)C)C ((4-isopropoxy-3-methyl-phenyl)[8-isopropoxy-10-(3-pyridyl)-11-oxa-3-azaspiro[5.5]undec-9-en-3-yl]methanone). Reagents/catalysts: [Pd] (palladium). Solvent: C(C)O (ethanol). Run at time 8 hour. Product: C(C)(C)OC1=C(C=C(C=C1)C(=O)N1CCC2(CC1)C[C@H](C[C@H](O2)C=2C=NC=CC2)OC(C)C)C ((4-isopropoxy-3-methyl-phenyl)-[cis-8-isopropoxy-10-(3-pyridyl)-11-oxa-3-azaspiro[5.5]undecan-3-yl]methanone). Yield: 17.6%. Reaction SMILES: [CH:1]([O:4][C:5]1[CH:10]=[CH:9][C:8]([C:11]([N:13]2[CH2:18][CH2:17][C:16]3([O:23][C:22]([C:24]4[CH:25]=[N:26][CH:27]=[CH:28][CH:29]=4)=[CH:21][CH:20]([O:30][CH:31]([CH3:33])[CH3:32])[CH2:19]3)[CH2:15][CH2:14]2)=[O:12])=[CH:7][C:6]=1[CH3:34])([CH3:3])[CH3:2]>C(O)C.[Pd]>[CH:1]([O:4][C:5]1[CH:10]=[CH:9][C:8]([C:11]([N:13]2[CH2:18][CH2:17][C:16]3([O:23][C@H:22]([C:24]4[CH:25]=[N:26][CH:27]=[CH:28][CH:29]=4)[CH2:21][C@H:20]([O:30][CH:31]([CH3:33])[CH3:32])[CH2:19]3)[CH2:15][CH2:14]2)=[O:12])=[CH:7][C:6]=1[CH3:34])([CH3:3])[CH3:2]. Reported procedure: To a solution of (4-isopropoxy-3-methyl-phenyl)[8-isopropoxy-10-(3-pyridyl)-11-oxa-3-azaspiro[5.5]undec-9-en-3-yl]methanone (163 mg, 0.35 mmol) in ethanol (10 mL) under nitrogen was added palladium (37 mg, 0.035 mmol) (10 wt % on carbon, wet). The reaction was purged with hydrogen gas and allowed to stir under a balloon of hydrogen overnight. The reaction mixture was filtered through a pad of celite. The filtrate was concentrated under reduced pressure. The reaction mixture was purified by colum... The product is FC1=C(C=C(C=C1)C=COC)F (1,2-Difluoro-4-(2-methoxy-vinyl)-benzene). The solvent is C1CCOC1 (THF), petroleum ether, C1CCOC1 (THF). As a reaction SMILES: CC(C)([O-])C.[K+].[Cl-].[CH3:8][O:9][CH2:10][P+](C1C=CC=CC=1)(C1C=CC=CC=1)C1C=CC=CC=1.[F:30][C:31]1[CH:32]=[C:33]([CH:36]=[CH:37][C:38]=1[F:39])[CH:34]=O.O>C1COCC1>[F:39][C:38]1[CH:37]=[CH:36][C:33]([CH:34]=[CH:8][O:9][CH3:10])=[CH:32][C:31]=1[F:30] |f:0.1,2.3|. Starting materials: FC=1C=C(C=O)C=CC1F (3,4-difluorobenzaldehyde), O (water), CC(C)([O-])C.[K+] (Potassium tert butoxide), [Cl-].COC[P+](C1=CC=CC=C1)(C1=CC=CC=C1)C1=CC=CC=C1 (methoxymethyl triphenyl phosphonium chloride). Reported procedure: Potassium tert butoxide (11 g, 0.098 mol) was added to methoxymethyl triphenyl phosphonium chloride (31.12 g, 0.091 mol) in 150 ml of dry THF at −30° C. under argon atmosphere and stirred for 1 h. 3,4-difluorobenzaldehyde (10 g, 0.07 mol) in 60 ml of THF was added dropwise at the same temperature and stirring continued for 3 h at room temperature. The reaction mixture was treated with 100 ml water, 150 ml petroleum ether and filtered through celite. Organic layer was separated and aq. layer was ... Isolated yield 46.2%. Conditions: time 1 hour. Reactants: O (water), BrC1=CC=C(C=C1)\C=C\C1=CC=C(C=C1)Br (Trans-4,4′-dibromostilbene), CC(C)([O-])C.[Na+] (sodium tert-butoxide), C1(=C(C=CC=C1)C=1C=C(C=CC1)N)C (m-tolylphenylamine), C1(=CC=CC=C1)C (toluene). The reagents and catalysts are C1(=CC=CC=C1)P(C1=CC=CC=C1)[C-]1C=CC=C1.[C-]1(C=CC=C1)P(C1=CC=CC=C1)C1=CC=CC=C1.[Fe+2] (bis(diphenylphosphino)ferrocene), C(CCCCCCC)N(C1=CC=C(C=C1)C=CC1=CC=C(C=C1)N(CCCCCCCC)CCCCCCCC)CCCCCCCC (4,4′-Bis-dioctylaminostilbene). Run in CCOCC (ether). Reaction conditions: temperature 95 celsius, time 15 minute. The product is C1(=C(C=CC=C1)C=1C=C(C=CC1)NC1=CC=C(C=C1)\C=C\C1=CC=C(C=C1)NC1=CC(=CC=C1)C1=C(C=CC=C1)C)C (trans-4,4′-bis(m-tolylphenylamino)stilbene). Yield: 94.0%. As a reaction SMILES: Br[C:2]1[CH:7]=[CH:6][C:5](/[CH:8]=[CH:9]/[C:10]2[CH:15]=[CH:14][C:13](Br)=[CH:12][CH:11]=2)=[CH:4][CH:3]=1.[CH3:17][C:18]([CH3:21])([O-])[CH3:19].[Na+].[C:23]1([CH3:36])[CH:28]=[CH:27][CH:26]=[CH:25][C:24]=1[C:29]1[CH:30]=[C:31]([NH2:35])[CH:32]=[CH:33][CH:34]=1.O.[C:38]1([CH3:44])[CH:43]=[CH:42][CH:41]=[CH:40]C=1>C1(P([C-]2C=CC=C2)C2C=CC=CC=2)C=CC=CC=1.[C-]1(P(C2C=CC=CC=2)C2C=CC=CC=2)C=CC=C1.[Fe+2].C(N(CCCCCCCC)C1C=CC(C=CC2C=CC(N(CCCCCCCC)CCCCCCCC)=CC=2)=CC=1)CCCCCCC.CCOCC>[C:23]1([CH3:36])[CH:28]=[CH:27][CH:26]=[CH:25][C:24]=1[C:29]1[CH:30]=[C:31]([NH:35][C:2]2[CH:7]=[CH:6][C:5](/[CH:8]=[CH:9]/[C:10]3[CH:15]=[CH:14][C:13]([NH:35][C:31]4[CH:30]=[CH:29][CH:19]=[C:18]([C:21]5[CH:40]=[CH:41][CH:42]=[CH:43][C:38]=5[CH3:44])[CH:17]=4)=[CH:12][CH:11]=3)=[CH:4][CH:3]=2)[CH:32]=[CH:33][CH:34]=1 |f:1.2,6.7.8|. Reported procedure: Pd2dba3 (Example 52) (963 mg, 1.05 mmol) and bis(diphenylphosphino)ferrocene (833 mg, 1.33 mmol) were stirred under nitrogen in dry toluene (500 mL) for 15 min. Trans-4,4′-dibromostilbene (15.00 g, 44.4 mmol) was added against a counterflow of nitrogen and the reaction was stirred for an additional 15 min; sodium tert-butoxide (13.00 g, 135 mmol) was then added and m-tolylphenylamine (16.8 mL, 97.6 mmol) was added from a syringe. After 30 min at room temperature, the reaction mixture was warmed ... Starting materials: BrC=1C=C(C(=NC1)NC=1SC=C(N1)C)OC=1C=C(C(=O)OCC)C=CC1Cl (Ethyl 3-(5-bromo-2-(4-methylthiazol-2-ylamino)pyridin-3-yloxy)-4-chlorobenzoate), C1(=CC=CC=C1)S (benzenethiol). Yields the product ClC1=C(C=C(C(=O)OCC)C=C1)OC=1C(=NC=C(C1)SC1=CC=CC=C1)NC=1SC=C(N1)C (ethyl 4-chloro-3-(2-(4-methylthiazol-2-ylamino)-5-(phenylthio)pyridin-3-yloxy)benzoate). As a reaction SMILES: Br[C:2]1[CH:3]=[C:4]([O:15][C:16]2[CH:17]=[C:18]([CH:24]=[CH:25][C:26]=2[Cl:27])[C:19]([O:21][CH2:22][CH3:23])=[O:20])[C:5]([NH:8][C:9]2[S:10][CH:11]=[C:12]([CH3:14])[N:13]=2)=[N:6][CH:7]=1.[C:28]1([SH:34])[CH:33]=[CH:32][CH:31]=[CH:30][CH:29]=1>>[Cl:27][C:26]1[CH:25]=[CH:24][C:18]([C:19]([O:21][CH2:22][CH3:23])=[O:20])=[CH:17][C:16]=1[O:15][C:4]1[C:5]([NH:8][C:9]2[S:10][CH:11]=[C:12]([CH3:14])[N:13]=2)=[N:6][CH:7]=[C:2]([S:34][C:28]2[CH:33]=[CH:32][CH:31]=[CH:30][CH:29]=2)[CH:3]=1. Reported procedure: Prepared according to the method of Example 13, using Ethyl 3-(5-bromo-2-(4-methylthiazol-2-ylamino)pyridin-3-yloxy)-4-chlorobenzoate and benzenethiol. Starting materials: [Na] (sodium), C(C)O (ethanol), ICC (Iodoethane), OC1=C(C(=C(C2=CC=CC=C12)O)C(=O)OCC)C(=O)OCC (diethyl 1,4-dihydroxy-2,3-naphthalenedicarboxylate). Solvent: [O-]CC.[Na+] (sodium ethoxide). Conditions: time 8 hour. Product: C(C)OC1=C(C(=C(C2=CC=CC=C12)OCC)C(=O)OCC)C(=O)OCC (diethyl 1,4-diethoxy-2,3-naphthalenedicarboxylate), ( IV ). As a reaction SMILES: I[CH2:2][CH3:3].[OH:4][C:5]1[C:14]2[C:9](=[CH:10][CH:11]=[CH:12][CH:13]=2)[C:8]([OH:15])=[C:7]([C:16]([O:18][CH2:19][CH3:20])=[O:17])[C:6]=1[C:21]([O:23][CH2:24][CH3:25])=[O:22].[Na].[CH2:27](O)[CH3:28]>[O-]CC.[Na+]>[CH2:27]([O:4][C:5]1[C:14]2[C:9](=[CH:10][CH:11]=[CH:12][CH:13]=2)[C:8]([O:15][CH2:2][CH3:3])=[C:7]([C:16]([O:18][CH2:19][CH3:20])=[O:17])[C:6]=1[C:21]([O:23][CH2:24][CH3:25])=[O:22])[CH3:28] |f:4.5,^1:25|. Procedure details: Iodoethane (70 g) was added to a solution of diethyl 1,4-dihydroxy-2,3-naphthalenedicarboxylate (35 g) in ethanolic sodium ethoxide, prepared from sodium (7.6 g) and ethanol (250 ml), and the mixture was heated under reflux for 3 hours. After keeping overnight at room temperature, the mixture was poured onto ice-hydrochloric acid (500 ml). The oil was separated, washed with aqueous sodium bicarbonate and crystallised from ethanol to give diethyl 1,4-diethoxy-2,3-naphthalenedicarboxylate, (IV) m.... Reactants: CC1(C2=C(OC1=O)C=CC1=CC(=C(C=C12)C)C#N)C (1,2-dihydro-1,1,8-trimethyl-2-oxonaphtho[2,1-b]furan-7-carbonitrile), BrN1C(CCC1=O)=O (N-bromosuccinimide), C(C1=CC=CC=C1)(=O)OOC(C1=CC=CC=C1)=O (benzoyl peroxide). Run in C(Cl)(Cl)(Cl)Cl (carbon tetrachloride). The product is BrCC1=C(C=C2C=CC=3OC(C(C3C2=C1)(C)C)=O)C#N (8-bromomethyl-1,2-dihydro-1,1-dimethyl-2-oxonaphtho[2,1-b]furan-7-carbonitrile). RXN SMILES: [CH3:1][C:2]1([CH3:19])[C:6](=[O:7])[O:5][C:4]2[CH:8]=[CH:9][C:10]3[C:15]([C:3]1=2)=[CH:14][C:13]([CH3:16])=[C:12]([C:17]#[N:18])[CH:11]=3.[Br:20]N1C(=O)CCC1=O.C(OOC(=O)C1C=CC=CC=1)(=O)C1C=CC=CC=1>C(Cl)(Cl)(Cl)Cl>[Br:20][CH2:16][C:13]1[CH:14]=[C:15]2[C:10]([CH:9]=[CH:8][C:4]3[O:5][C:6](=[O:7])[C:2]([CH3:19])([CH3:1])[C:3]=32)=[CH:11][C:12]=1[C:17]#[N:18]. Reported procedure: A mixture of 1,2-dihydro-1,1,8-trimethyl-2-oxonaphtho[2,1-b]furan-7-carbonitrile, (0.25 g), N-bromosuccinimide (0.2 g), benzoyl peroxide (0.01 g) and carbon tetrachloride (40 ml) was stirred under reflux for 24 h. The reaction mixture was cooled, washed with water, dried and evaporated to dryness under reduced pressure, to give the required starting material, 8-bromomethyl-1,2-dihydro-1,1-dimethyl-2-oxonaphtho[2,1-b]furan-7-carbonitrile, which was used without further purification.